The task is: describe an organic reaction: reactants, conditions, products, and yield. This data is from the Open Reaction Database (ORD), a public repository of structured organic reaction records. The reactants are [Cl-].[Al+3].[Cl-].[Cl-] (aluminium chloride), C(C1=CC=CC=C1)ONC(=O)N1C(C(CC1)=CC1=CC(=C(C(=C1)OC)O)OC)=O (1-(N-benzyloxycarbamoyl)-3-(3,5-di-methoxy-4-hydroxybenzylidene)pyrrolidin-2-one), Cl (hydrochloric acid). The solvent is C1(=CC=CC=C1)OC (anisole), C1(=CC=CC=C1)OC (anisole), [N+](=O)([O-])C (nitromethane). Product: ONC(=O)N1C(C(CC1)=CC1=CC(=C(C(=C1)OC)O)OC)=O (1-(N-Hydroxycarbamoyl)-3-(3,5-di-methoxy-4-hydroxybenzylidene)pyrrolidin-2-one). Isolated yield 62.8%. As a reaction SMILES: C([O:8][NH:9][C:10]([N:12]1[CH2:16][CH2:15][C:14](=[CH:17][C:18]2[CH:23]=[C:22]([O:24][CH3:25])[C:21]([OH:26])=[C:20]([O:27][CH3:28])[CH:19]=2)[C:13]1=[O:29])=[O:11])C1C=CC=CC=1.[Cl-].[Al+3].[Cl-].[Cl-].Cl>C1(OC)C=CC=CC=1.[N+](C)([O-])=O>[OH:8][NH:9][C:10]([N:12]1[CH2:16][CH2:15][C:14](=[CH:17][C:18]2[CH:23]=[C:22]([O:24][CH3:25])[C:21]([OH:26])=[C:20]([O:27][CH3:28])[CH:19]=2)[C:13]1=[O:29])=[O:11] |f:1.2.3.4|. Reported procedure: To a solution of 800 mg (2 mmol) of 1-(N-benzyloxycarbamoyl)-3-(3,5-di-methoxy-4-hydroxybenzylidene)pyrrolidin-2-one in a mixture of anisole (12 ml) and nitromethane (12 ml) was added a solution of 1.6 g (12 mmol) of aluminium chloride in anisole (4 ml) under a nitrogen atmosphere while being stirred under ice-cooling and the mixture was stirred at room temperature for 2 hours. The reaction mixture was poured into 6 ml of cooled 2N hydrochloric acid and the mixture was stirred for 1 hour and ext... The reactants are O (water), ClC1=NC=NC2=CC(=C(C=C12)OC)OCC1CCN(CC1)CCS(=O)(=O)C (4-chloro-6-methoxy-7-(1-(2-methylsulphonylethyl)piperidin-4-ylmethoxy)quinazoline), COC1=CC=C(C=C1)C1=NNC(C1)=O (3-(4-methoxyphenyl)-4,5-dihydro-1H-pyrazol-5-one), C([O-])([O-])=O.[K+].[K+] (potassium carbonate). Solvent: CN(C)C=O (DMF). Reaction conditions: temperature 100 celsius. Yields the product COC1=CC=C(C=C1)C1=CC(=NN1)OC1=NC=NC2=CC(=C(C=C12)OC)OCC1CCN(CC1)CCS(=O)(=O)C (4-(5-(4-methoxyphenyl)pyrazol-3-yloxy)-6-methoxy-7-(1-(2-methylsulphonylethyl)piperidin-4-ylmethoxy)quinazoline). Yield: 0.1%. RXN SMILES: Cl[C:2]1[C:11]2[C:6](=[CH:7][C:8]([O:14][CH2:15][CH:16]3[CH2:21][CH2:20][N:19]([CH2:22][CH2:23][S:24]([CH3:27])(=[O:26])=[O:25])[CH2:18][CH2:17]3)=[C:9]([O:12][CH3:13])[CH:10]=2)[N:5]=[CH:4][N:3]=1.[CH3:28][O:29][C:30]1[CH:35]=[CH:34][C:33]([C:36]2[CH2:40][C:39](=[O:41])[NH:38][N:37]=2)=[CH:32][CH:31]=1.C(=O)([O-])[O-].[K+].[K+].O>CN(C=O)C>[CH3:28][O:29][C:30]1[CH:31]=[CH:32][C:33]([C:36]2[NH:37][N:38]=[C:39]([O:41][C:2]3[C:11]4[C:6](=[CH:7][C:8]([O:14][CH2:15][CH:16]5[CH2:21][CH2:20][N:19]([CH2:22][CH2:23][S:24]([CH3:27])(=[O:26])=[O:25])[CH2:18][CH2:17]5)=[C:9]([O:12][CH3:13])[CH:10]=4)[N:5]=[CH:4][N:3]=3)[CH:40]=2)=[CH:34][CH:35]=1 |f:2.3.4|. Reported procedure: A suspension of 4-chloro-6-methoxy-7-(1-(2-methylsulphonylethyl)piperidin-4-ylmethoxy)quinazoline (115 mg, 0.28 mol) and 3-(4-methoxyphenyl)-4,5-dihydro-1H-pyrazol-5-one (65 mg, 0.33 mol), (prepared as described for the starting material in Example 10), in DMF (1.5 ml) containing potassium carbonate (60 mg, 0.42 mol) was heated at 100° C. for 30 minutes. After cooling, water was added. The precipitate was collected by filtration, washed with water and dried under vacuum. The solid was dissolved ...